This data is from the Open Reaction Database (ORD), a public repository of structured organic reaction records. The task is: describe an organic reaction: reactants, conditions, products, and yield Reactants: BrCCC1=C(C=CC=C1)[N+](=O)[O-] (2-(2-bromoethyl)nitrobenzene), C1(=CC=CC=C1)N1CCNCC1 (N-phenylpiperazine). Run in C(C)O (ethanol), C(C)O (ethanol). Yields the product C1(=CC=CC=C1)N1CCN(CC1)CCC1=C(C=CC=C1)[N+](=O)[O-] (2-(4-phenylpiperazinylethyl)nitrobenzene). Reaction SMILES: Br[CH2:2][CH2:3][C:4]1[CH:9]=[CH:8][CH:7]=[CH:6][C:5]=1[N+:10]([O-:12])=[O:11].[C:13]1([N:19]2[CH2:24][CH2:23][NH:22][CH2:21][CH2:20]2)[CH:18]=[CH:17][CH:16]=[CH:15][CH:14]=1>C(O)C>[C:13]1([N:19]2[CH2:24][CH2:23][N:22]([CH2:2][CH2:3][C:4]3[CH:9]=[CH:8][CH:7]=[CH:6][C:5]=3[N+:10]([O-:12])=[O:11])[CH2:21][CH2:20]2)[CH:18]=[CH:17][CH:16]=[CH:15][CH:14]=1. Procedure details: A mixture comprising 0.1 mol 2-(2-bromoethyl)nitrobenzene, 0.23 mol N-phenylpiperazine, and 300 cc absolute ethanol was heated for 15 hr with agitation and refluxing of the ethanol. The alcohol was then removed by evaporation. The residue of the evaporation was dissolved in water. This was then extracted with ether. The ether phase was washed with fresh water, and then dried over sodium sulfate, after which the ether was evaporated off. The excess N-phenylpiperazine was removed by distillation. ... Starting materials: CNCCNC (N,N'-dimethylethylene-diamine), ClC1=NC=CC=C1 (2-chloropyridine). Run at time 18 hour. Yields the product CNCCN(C1=NC=CC=C1)C (Methyl[2-(methyl-2-pyridinylamino)ethyl]amine). RXN SMILES: [CH3:1][NH:2][CH2:3][CH2:4][NH:5][CH3:6].Cl[C:8]1[CH:13]=[CH:12][CH:11]=[CH:10][N:9]=1>>[CH3:1][NH:2][CH2:3][CH2:4][N:5]([CH3:6])[C:8]1[CH:13]=[CH:12][CH:11]=[CH:10][N:9]=1. Reported procedure: A mixture of N,N'-dimethylethylene-diamine (25 g) and 2-chloropyridine (1.3 g) is warmed at 85° with stirring for 18 h. The excess dimethylethylenediamine is removed by distillation at reduced pressure. The distillation residue is distributed between ethyl acetate (150 ml) and water (100 ml). The organic phase is separated, dried over sodium sulfate and the organic solvent removed under reduced pressure to give the title compound. Starting materials: aqueous solution, C(CCCCCCCCCCCCC)(=O)N(CCC(=O)O)C (N-myristoyl-N-methyl-β-alanine), CO (methanol), [OH-].[Na+] (sodium hydroxide). The reagents and catalysts are C1(=CC=C(C=C1)S(=O)(=O)O)C (p-toluenesulfonic acid). Yields the product COC(CCN(C)C(CCCCCCCCCCCCC)=O)=O (N-myristoyl-N-methyl-β-alanine methyl ester). RXN SMILES: [C:1]([N:16]([CH3:22])[CH2:17][CH2:18][C:19]([OH:21])=[O:20])(=[O:15])[CH2:2][CH2:3][CH2:4][CH2:5][CH2:6][CH2:7][CH2:8][CH2:9][CH2:10][CH2:11][CH2:12][CH2:13][CH3:14].[OH-].[Na+].[CH3:25]O>C1(C)C=CC(S(O)(=O)=O)=CC=1>[CH3:25][O:20][C:19](=[O:21])[CH2:18][CH2:17][N:16]([C:1](=[O:15])[CH2:2][CH2:3][CH2:4][CH2:5][CH2:6][CH2:7][CH2:8][CH2:9][CH2:10][CH2:11][CH2:12][CH2:13][CH3:14])[CH3:22] |f:1.2|. Procedure details: 313 g of N-myristoyl-N-methyl-β-alanine (manufactured by Kawaken Fine Chemical Co.) and 256 g of methanol were put into a 1000 ml flask, to which was added 2.85 g of p-toluenesulfonic acid as catalyst, and the mixture was heated for reaction under reflux for 5 hours. After its acid value was confirmed to be not larger than 10, the reaction mixture was neutralized with 1.2 g of an aqueous solution of sodium hydroxide (50%), and then the methanol was evaporated away under reduced pressure. The res... The reactants are FC(C(=O)O)(F)F (Trifluoroacetic acid), N1N=CC2=CC(=CC=C12)OC1CCN(CC1)C(=O)OC(C)(C)C (tert-butyl 4-(1H-indazol-5-yloxy)-1-piperidinecarboxylate). Run in C(Cl)Cl (methylene chloride). Conditions: time 8 hour. Yields the product N1CCC(CC1)OC=1C=C2C=NNC2=CC1 (5-(4-piperidinyloxy)-1H-indazole). Yield: 52.1%. As a reaction SMILES: FC(F)(F)C(O)=O.[NH:8]1[C:16]2[C:11](=[CH:12][C:13]([O:17][CH:18]3[CH2:23][CH2:22][N:21](C(OC(C)(C)C)=O)[CH2:20][CH2:19]3)=[CH:14][CH:15]=2)[CH:10]=[N:9]1>C(Cl)Cl>[NH:21]1[CH2:20][CH2:19][CH:18]([O:17][C:13]2[CH:12]=[C:11]3[C:16](=[CH:15][CH:14]=2)[NH:8][N:9]=[CH:10]3)[CH2:23][CH2:22]1. Procedure details: Trifluoroacetic acid (0.20 ml, 2.60 mmol) was added to a solution of tert-butyl 4-(1H-indazol-5-yloxy)-1-piperidinecarboxylate (70 mg, 0.221 mmol) in methylene chloride (5 ml) at room temperature and stirred overnight at room temperature. Then, the solvent of the reaction solution was distilled off under reduced pressure and the resulting residue was poured into a 1N-aqueous sodium hydroxide solution and extracted with ethyl acetate. The organic layer was washed with a saturated aqueous sodium c... Reactants: ClCCl, CCOC(=O)C(F)(CCC(=O)OC(C)(C)C)N1C(=O)c2ccccc2C1=O, O=C(O)C(F)(F)F. Product: CCOC(=O)C(F)(CCC(=O)O)N1C(=O)c2ccccc2C1=O. RXN SMILES: [CH2:35]([Cl:36])[Cl:37].[O:1]=[C:2]1[N:3]([C:12]([CH2:13][CH2:14][C:15](=[O:16])[O:17][C:18]([CH3:19])([CH3:20])[CH3:21])([C:22](=[O:23])[O:24][CH2:25][CH3:26])[F:27])[C:4](=[O:11])[c:5]2[cH:6][cH:7][cH:8][cH:9][c:10]21.[OH:28][C:29]([C:30]([F:31])([F:32])[F:33])=[O:34]>>[O:1]=[C:2]1[N:3]([C:12]([CH2:13][CH2:14][C:15](=[O:16])[OH:17])([C:22](=[O:23])[O:24][CH2:25][CH3:26])[F:27])[C:4](=[O:11])[c:5]2[cH:6][cH:7][cH:8][cH:9][c:10]21. Procedure: A mixture of 94 parts of ethyl 4,4-dimethoxy-3-(phenylmethoxy)-1-piperidinecarboxylate and 2300 parts of a sulfuric acid solution 1% in water was stirred and refluxed for 2.50 hours. The reaction mixture was cooled and the product was extracted three times with dichloromethane. The combined extracts were washed with a small amount of water, dried, filtered and evaporated. The residue was taken up in methylbenzene and the latter was evaporated again. The residue was stirred in petroleumether. The... The reactants are 94, COC1(C(CN(CC1)C(=O)OCC)OCC1=CC=CC=C1)OC (ethyl 4,4-dimethoxy-3-(phenylmethoxy)-1-piperidinecarboxylate), S(O)(O)(=O)=O (sulfuric acid). The solvent is O (water). RXN SMILES: C[O:2][C:3]1(OC)[CH2:8][CH2:7][N:6]([C:9]([O:11][CH2:12][CH3:13])=[O:10])[CH2:5][CH:4]1[O:14][CH2:15][C:16]1[CH:21]=[CH:20][CH:19]=[CH:18][CH:17]=1.S(=O)(=O)(O)O>O>[O:2]=[C:3]1[CH2:8][CH2:7][N:6]([C:9]([O:11][CH2:12][CH3:13])=[O:10])[CH2:5][CH:4]1[O:14][CH2:15][C:16]1[CH:21]=[CH:20][CH:19]=[CH:18][CH:17]=1. Product: O=C1C(CN(CC1)C(=O)OCC)OCC1=CC=CC=C1 (ethyl 4-oxo-3-(phenylmethoxy)-1-piperidinecarboxylate), intermediate 50.